Dataset: the Open Reaction Database (ORD), a public repository of structured organic reaction records. Task: describe an organic reaction: reactants, conditions, products, and yield As a reaction SMILES: [C:58](=[O:59])([OH:60])[O-:61].[CH2:2]([c:3]1[cH:4][cH:5][cH:6][cH:7][cH:8]1)[NH:9][CH:10]1[CH2:11][c:12]2[c:13]([cH:17][cH:18][c:19]([OH:21])[cH:20]2)[CH2:14][CH2:15][CH2:16]1.[Cl:63][CH2:64][Cl:65].[ClH:1].[F:33][C:34]([F:35])([F:36])[S:37]([O-:38])(=[O:39])=[O:40].[F:42][C:43]([F:44])([F:45])[S:46]([O-:47])(=[O:48])=[O:49].[F:50][C:51]([F:52])([F:53])[S:54]([O-:55])(=[O:56])=[O:57].[Na+:62].[O:22]([c:23]1[cH:24][cH:25][cH:26][cH:27][cH:28]1)[CH2:29][CH:30]1[CH2:31][O:32]1.[Yb+3:41]>>[CH2:2]([c:3]1[cH:4][cH:5][cH:6][cH:7][cH:8]1)[N:9]([CH:10]1[CH2:11][c:12]2[c:13]([cH:17][cH:18][c:19]([OH:21])[cH:20]2)[CH2:14][CH2:15][CH2:16]1)[CH2:31][CH:30]([CH2:29][O:22][c:23]1[cH:24][cH:25][cH:26][cH:27][cH:28]1)[OH:32]. Starting materials: O=C([O-])O, Oc1ccc2c(c1)CC(NCc1ccccc1)CCC2, ClCCl, Cl, O=S(=O)([O-])C(F)(F)F, O=S(=O)([O-])C(F)(F)F, O=S(=O)([O-])C(F)(F)F, [Na+], c1ccc(OCC2CO2)cc1, [Yb+3]. Yields the product Oc1ccc2c(c1)CC(N(Cc1ccccc1)CC(O)COc1ccccc1)CCC2. Reactants: C(CCC)[Sn](CCCC)=O (dibutyltin oxide), OC1=CC=C(C=C1)CC(=O)O (4-hydroxyphenylacetic acid), C1(=CC=CC=C1)C (toluene). Solvent: O (water). Product: OC1=CC=C(C=C1)CC(=O)[O-].OC1=CC=C(C=C1)CC(=O)[O-].C(CCC)[Sn+2]CCCC (dibutyltin bis(4-hydroxyphenyl acetate)). Yield: 99.0%. RXN SMILES: [CH2:1]([Sn:5](=O)[CH2:6][CH2:7][CH2:8][CH3:9])[CH2:2][CH2:3][CH3:4].[OH:11][C:12]1[CH:17]=[CH:16][C:15]([CH2:18][C:19]([OH:21])=[O:20])=[CH:14][CH:13]=1.C1(C)C=CC=CC=1>O>[OH:11][C:12]1[CH:13]=[CH:14][C:15]([CH2:18][C:19]([O-:21])=[O:20])=[CH:16][CH:17]=1.[OH:11][C:12]1[CH:13]=[CH:14][C:15]([CH2:18][C:19]([O-:21])=[O:20])=[CH:16][CH:17]=1.[CH2:1]([Sn+2:5][CH2:6][CH2:7][CH2:8][CH3:9])[CH2:2][CH2:3][CH3:4] |f:4.5.6|. Procedure: A mixture of 24.9 g (0.10 moles) dibutyltin oxide, 30.4 g (0.20 mole) 4-hydroxyphenylacetic acid, and 300 ml toluene were charged to a 3-necked round bottom flask equipped with a stirrer, thermocouple or thermometer, and condenser with a DEAN-STARK water trap, and heated at reflux temperature until all the water of reaction was collected in the trap. The toluene was removed using a flash evaporator to yield 53 g (99%) of dibutyltin bis(4-hydroxyphenyl acetate) having a melting point of 121°-126°... The reactants are O (water), FC1=CC=C(C=C1)[N+](=O)[O-] (4-fluoronitrobenzene), N1N=CN=C1 (1,2,4-triazole), C([O-])([O-])=O.[K+].[K+] (potassium carbonate), CN1C(CCC1)=O (N-methylpyrrolidone). Reaction conditions: temperature 100 celsius, time 4 hour. The product is N1N=NC(=C1)C1=CC=C(C=C1)[N+](=O)[O-] (4-triazolylnitrobenzene). Isolated yield 85.0%. Reaction SMILES: F[C:2]1[CH:7]=[CH:6][C:5]([N+:8]([O-:10])=[O:9])=[CH:4][CH:3]=1.[NH:11]1[CH:15]=NC=[N:12]1.C(=O)([O-])[O-].[K+].[K+].O.[CH3:23][N:24]1CCCC1=O>>[NH:24]1[CH:23]=[C:15]([C:2]2[CH:7]=[CH:6][C:5]([N+:8]([O-:10])=[O:9])=[CH:4][CH:3]=2)[N:11]=[N:12]1 |f:2.3.4|. Procedure details: A 7 g portion of 4-fluoronitrobenzene, 7 g of 1,2,4-triazole and 7.6 g of potassium carbonate were dissolved in 40 ml of N-methylpyrrolidone and stirred at 100° C. for 4 hours. After cooling to room temperature, the reaction solution was poured into water and extracted with ethyl acetate. After washing with 1N hydrochloric acid and water in that order and subsequent drying, the solvent was removed by evaporation under a reduced pressure to obtain 8 g of 4-triazolylnitrobenzene with a yield of 85... The reactants are C(C)(C)N(S(=O)(=O)C1=C(C=CC=C1)[N+](=O)[O-])C (N-isopropyl-N-methyl-2-nitrobenzenesulfonamide), CO (methanol), O.NN (Hydrazine monohydrate). The reagents and catalysts are [Ni] (Raney nickel). Run in ClCCl.C(C)(=O)OCC (dichloromethane ethyl acetate). Run at temperature 0 celsius. Product: C(C)(C)N(S(=O)(=O)C1=C(C=CC=C1)N)C (N-(isopropyl)-N-(methyl)-2-amino benzene sulfonamide). As a reaction SMILES: [CH:1]([N:4]([CH3:17])[S:5]([C:8]1[CH:13]=[CH:12][CH:11]=[CH:10][C:9]=1[N+:14]([O-])=O)(=[O:7])=[O:6])([CH3:3])[CH3:2].CO.O.NN>[Ni].ClCCl.C(OCC)(=O)C>[CH:1]([N:4]([CH3:17])[S:5]([C:8]1[CH:13]=[CH:12][CH:11]=[CH:10][C:9]=1[NH2:14])(=[O:7])=[O:6])([CH3:3])[CH3:2] |f:2.3,5.6|. Procedure: A 250 mL round bottom flask was equipped with a magnetic stirrer and an ice bath. The flask was charged with N-isopropyl-N-methyl-2-nitrobenzenesulfonamide (9.21 mmol), followed by methanol (100 mL). The solution was cooled to 0° C. Hydrazine monohydrate (92.1 mmol) was added, followed by Raney nickel (catalytic amount). After 5 hours TLC (9:1 dichloromethane/ethyl acetate) indicated that the reaction was complete. The reaction was filtered through celite and the catalyst recovered to a separate... Reactants: C[Mg]Cl, C1CCOC1, COc1cnc2c(c1)cc(C(=CC1CCCC1)c1ccc(C(C)=O)cc1)n2S(=O)(=O)c1ccccc1. Yields the product COc1cnc2c(c1)cc(C(=CC1CCCC1)c1ccc(C(C)(C)O)cc1)n2S(=O)(=O)c1ccccc1. As a reaction SMILES: [CH3:37][Mg:38][Cl:39].[O:40]1[CH2:41][CH2:42][CH2:43][CH2:44]1.[c:1]1([S:7](=[O:8])(=[O:9])[n:10]2[c:11]([C:21](=[CH:22][CH:23]3[CH2:24][CH2:25][CH2:26][CH2:27]3)[c:28]3[cH:29][cH:30][c:31]([C:34]([CH3:35])=[O:36])[cH:32][cH:33]3)[cH:12][c:13]3[c:14]2[n:15][cH:16][c:17]([O:19][CH3:20])[cH:18]3)[cH:2][cH:3][cH:4][cH:5][cH:6]1>>[c:1]1([S:7](=[O:8])(=[O:9])[n:10]2[c:11]([C:21](=[CH:22][CH:23]3[CH2:24][CH2:25][CH2:26][CH2:27]3)[c:28]3[cH:29][cH:30][c:31]([C:34]([CH3:35])([OH:36])[CH3:37])[cH:32][cH:33]3)[cH:12][c:13]3[c:14]2[n:15][cH:16][c:17]([O:19][CH3:20])[cH:18]3)[cH:2][cH:3][cH:4][cH:5][cH:6]1. Reported procedure: 3-cyanofuran (3.76 g, 40.1 mmol) was dissolved in methanol (30 ml), and sodium methoxide (0.1 g, 1.9 mmol) was added. The mixture was stirred at room temperature for 18 hours. After the reaction was completed, acetic acid (0.14 g, 2.3 mmol) was added to neutralize the reaction solution, and the solution was concentrated under reduced pressure. Diethyl ether was added to the concentrated residue, and insolubles were removed by filtration. The filtrate was concentrated under reduced pressure to gi... Reactants: C(#N)C1=COC=C1 (3-cyanofuran), C(C)(=O)O (acetic acid), C[O-].[Na+] (sodium methoxide). Run in CO (methanol). Conditions: time 18 hour. Product: crude product, O1C=C(C=C1)C(OC)=N (methyl 3-furancarboximidate). RXN SMILES: [C:1]([C:3]1[CH:7]=[CH:6][O:5][CH:4]=1)#[N:2].C[O-].[Na+].[C:11](O)(=[O:13])C>CO>[O:5]1[CH:6]=[CH:7][C:3]([C:1](=[NH:2])[O:13][CH3:11])=[CH:4]1 |f:1.2|.